From a dataset of the Open Reaction Database (ORD), a public repository of structured organic reaction records. describe an organic reaction: reactants, conditions, products, and yield Starting materials: COC=1C=C(CC2NCCC3=CC(=C(C=C23)OC(C)C)OC)C=CC1OC (1-(3,4-Dimethoxy-benzyl)-6-methoxy-7-isopropoxy-1,2,3,4-tetrahydroisoquinoline), BrCC(=O)Br (2-bromoacetyl bromide), CC1=C2CCCC(C2=CC(=C1)C)N (5,7-dimethyl-1,2,3,4-tetrahydro-1-naphthylamine). Product: COC=1C=C(CC2N(CCC3=CC(=C(C=C23)OC(C)C)OC)CC(=O)NC2CCCC3=C(C=C(C=C23)C)C)C=CC1OC (2-[1-(3,4-Dimethoxy-benzyl)-6-methoxy-7-isopropoxy-3,4-dihydro-1H-isoquinolin-2-yl]-N-(5,7-dimethyl-1,2,3,4-tetrahydronaphthalen-1-yl)-acetamide). As a reaction SMILES: [CH3:1][O:2][C:3]1[CH:4]=[C:5]([CH:23]=[CH:24][C:25]=1[O:26][CH3:27])[CH2:6][CH:7]1[C:16]2[C:11](=[CH:12][C:13]([O:21][CH3:22])=[C:14]([O:17][CH:18]([CH3:20])[CH3:19])[CH:15]=2)[CH2:10][CH2:9][NH:8]1.Br[CH2:29][C:30](Br)=[O:31].[CH3:33][C:34]1[CH:43]=[C:42]([CH3:44])[CH:41]=[C:40]2[C:35]=1[CH2:36][CH2:37][CH2:38][CH:39]2[NH2:45]>>[CH3:1][O:2][C:3]1[CH:4]=[C:5]([CH:23]=[CH:24][C:25]=1[O:26][CH3:27])[CH2:6][CH:7]1[C:16]2[C:11](=[CH:12][C:13]([O:21][CH3:22])=[C:14]([O:17][CH:18]([CH3:20])[CH3:19])[CH:15]=2)[CH2:10][CH2:9][N:8]1[CH2:29][C:30]([NH:45][CH:39]1[C:40]2[C:35](=[C:34]([CH3:33])[CH:43]=[C:42]([CH3:44])[CH:41]=2)[CH2:36][CH2:37][CH2:38]1)=[O:31]. Procedure: prepared by reaction of 1-(3,4-Dimethoxy-benzyl)-6-methoxy-7-isopropoxy-1,2,3,4-tetrahydroisoquinoline and 2-bromoacetyl bromide with 5,7-dimethyl-1,2,3,4-tetrahydro-1-naphthylamine The reactants are COC(=O)NCCOC(c1cccc(Cl)c1)C1CCCN(C(=O)OC(C)(C)C)C1, ClCCl, O=C(O)C(F)(F)F. Product: COC(=O)NCCOC(c1cccc(Cl)c1)C1CCCNC1, O=C(O)C(F)(F)F. RXN SMILES: [Cl:1][c:2]1[cH:3][c:4]([CH:8]([CH:9]2[CH2:10][N:11]([C:15]([O:16][C:17]([CH3:18])([CH3:19])[CH3:20])=[O:21])[CH2:12][CH2:13][CH2:14]2)[O:22][CH2:23][CH2:24][NH:25][C:26](=[O:27])[O:28][CH3:29])[cH:5][cH:6][cH:7]1.[Cl:37][CH2:38][Cl:39].[F:30][C:31]([C:32](=[O:33])[OH:34])([F:35])[F:36]>>[Cl:1][c:2]1[cH:3][c:4]([CH:8]([CH:9]2[CH2:10][NH:11][CH2:12][CH2:13][CH2:14]2)[O:22][CH2:23][CH2:24][NH:25][C:26](=[O:27])[O:28][CH3:29])[cH:5][cH:6][cH:7]1.[F:30][C:31]([C:32](=[O:33])[OH:34])([F:35])[F:36]. Reactants: CC1=C(C(=O)N(N1C)C=2C=CC=CC2)N (4-aminoantipyrine), C1=CN(C(=O)NC1=O)C2C(C(C(O2)COP(=O)(O)OC3C(OC(C3O)N4C=CC(=O)NC4=O)CO)O)O.N (uricase). Reaction conditions: temperature 37 celsius. The solvent is P(=O)([O-])([O-])[O-] (phosphate). Reported procedure: To each of the mixtures was added a reagent prepared by dissolving 1 μmol 4-aminoantipyrine and 2 units of uricase in 1.5 ml of 0.1M phosphate buffer (pH 6.5). After the resulting mixtures were maintained in a thermostat at 37° C. for about 5 minutes, the absorbance was measured at a wavelength of 555 nm with a spectrophotometer (Model 228, manufactured by Hitachi, Ltd.) using purified water as a control. The results obtained are shown in Table 3. Product: N1C(=O)NC=2NC(=O)NC2C1=O (Uric Acid). Reaction SMILES: CC1N(C)[N:6](C2C=CC=CC=2)[C:4](=[O:5])C=1N.C1C(=O)NC(=O)N(C2OC(COP(OC3C(O)C([N:41]4[C:47](=[O:48])[NH:46][C:44](=[O:45])[CH:43]=[CH:42]4)OC3CO)(O)=O)C(O)C2O)C=1.[NH3:53]>P([O-])([O-])([O-])=O>[NH:46]1[C:44](=[O:45])[C:43]2[NH:6][C:4](=[O:5])[NH:53][C:42]=2[NH:41][C:47]1=[O:48] |f:1.2|.